From a dataset of the Open Reaction Database (ORD), a public repository of structured organic reaction records. describe an organic reaction: reactants, conditions, products, and yield The reactants are C1(=CC=CC=C1)N1C(=C(C2=CC=CC=C12)CCCO)C1=CC=CC=C1 (3-(1,2-diphenyl-1H-indol-3-yl)-1-propanol), N1CCC(CC1)C1=CC=C(C=C1)NC(CC)=O (N-[4-(4-piperidinyl)phenyl]propanamide). Yields the product C1(=CC=CC=C1)N1C(=C(C2=CC=CC=C12)CCCN1CCC(CC1)C1=CC=C(C=C1)NC(CC)=O)C1=CC=CC=C1 (N-(4-{1-[3-(1,2-DIPHENYL-1H-INDOL-3-YL)PROPYL]-4-PIPERIDINYL}PHENYL)PROPANAMIDE). Procedure: Prepared by Procedure O and Scheme W using 3-(1,2-diphenyl-1H-indol-3-yl)-1-propanol and N-[4-(4-piperidinyl)phenyl]propanamide: ESMS m/e: 542.0 (M+H)+. As a reaction SMILES: [C:1]1([N:7]2[C:15]3[C:10](=[CH:11][CH:12]=[CH:13][CH:14]=3)[C:9]([CH2:16][CH2:17][CH2:18]O)=[C:8]2[C:20]2[CH:25]=[CH:24][CH:23]=[CH:22][CH:21]=2)[CH:6]=[CH:5][CH:4]=[CH:3][CH:2]=1.[NH:26]1[CH2:31][CH2:30][CH:29]([C:32]2[CH:37]=[CH:36][C:35]([NH:38][C:39](=[O:42])[CH2:40][CH3:41])=[CH:34][CH:33]=2)[CH2:28][CH2:27]1>>[C:1]1([N:7]2[C:15]3[C:10](=[CH:11][CH:12]=[CH:13][CH:14]=3)[C:9]([CH2:16][CH2:17][CH2:18][N:26]3[CH2:31][CH2:30][CH:29]([C:32]4[CH:37]=[CH:36][C:35]([NH:38][C:39](=[O:42])[CH2:40][CH3:41])=[CH:34][CH:33]=4)[CH2:28][CH2:27]3)=[C:8]2[C:20]2[CH:25]=[CH:24][CH:23]=[CH:22][CH:21]=2)[CH:6]=[CH:5][CH:4]=[CH:3][CH:2]=1. Starting materials: C(#C)C=1C=C2C(CC(OC2=CC1)(C)C)=O (6-ethynyl-2,2-dimethylchroman-4-one), C(#C)C=1C=C2C(CC(OC2=CC1)(C)C)=O (6-ethynyl-2,2-dimethylchroman-4-one), IC1=CC=C(C(=O)OCC)C=C1 (ethyl 4-iodobenzoate). Reagents/catalysts: Cl[Pd]([P](C1=CC=CC=C1)(C2=CC=CC=C2)C3=CC=CC=C3)([P](C4=CC=CC=C4)(C5=CC=CC=C5)C6=CC=CC=C6)Cl (bis(triphenylphosphine)-palladium(II) chloride), [Cu]I (copper(I) iodide). Solvent: CCN(CC)CC (Et3N). Conditions: time 8 hour. The product is CC1(OC2=CC=C(C=C2C(C1)=O)C#CC1=CC=C(C(=O)OCC)C=C1)C (Ethyl 4-[(2,2-dimethyl-4-oxo-chroman-6-yl)ethynyl]-benzoate). The yield is 50.3%. As a reaction SMILES: [C:1]([C:3]1[CH:4]=[C:5]2[C:10](=[CH:11][CH:12]=1)[O:9][C:8]([CH3:14])([CH3:13])[CH2:7][C:6]2=[O:15])#[CH:2].I[C:17]1[CH:27]=[CH:26][C:20]([C:21]([O:23][CH2:24][CH3:25])=[O:22])=[CH:19][CH:18]=1>CCN(CC)CC.Cl[Pd](Cl)([P](C1C=CC=CC=1)(C1C=CC=CC=1)C1C=CC=CC=1)[P](C1C=CC=CC=1)(C1C=CC=CC=1)C1C=CC=CC=1.[Cu]I>[CH3:14][C:8]1([CH3:13])[CH2:7][C:6](=[O:15])[C:5]2[C:10](=[CH:11][CH:12]=[C:3]([C:1]#[C:2][C:17]3[CH:27]=[CH:26][C:20]([C:21]([O:23][CH2:24][CH3:25])=[O:22])=[CH:19][CH:18]=3)[CH:4]=2)[O:9]1 |^1:37,56|. Procedure: A solution of 6-ethynyl-2,2-dimethylchroman-4-one (Compound 262, 2.60 g, 13.0 mmol) and ethyl 4-iodobenzoate (3.6 g, 13.0 mmol) in 50.0 mL Et3N was purged with argon for 15 minutes. To this solution was added bis(triphenylphosphine)-palladium(II) chloride (1.82 g, 2.6 mmol) and copper(I) iodide (496 mg, 2.6 mmol). After sparging for an additional 10 minutes with argon, the solution was stirred overnight at room temperature. The reaction mixture was filtered through a pad of Celite using an Et2O ... Reactants: C, COc1ccnc(C(=O)Nc2ccc(Oc3ccccc3)cc2)c1OCc1ccccc1, CCO, [Pd]. Product: COc1ccnc(C(=O)Nc2ccc(Oc3ccccc3)cc2)c1O. As a reaction SMILES: [C:33].[CH2:1]([c:2]1[cH:3][cH:4][cH:5][cH:6][cH:7]1)[O:8][c:9]1[c:10]([C:17](=[O:18])[NH:19][c:20]2[cH:21][cH:22][c:23]([O:26][c:27]3[cH:28][cH:29][cH:30][cH:31][cH:32]3)[cH:24][cH:25]2)[n:11][cH:12][cH:13][c:14]1[O:15][CH3:16].[CH3:35][CH2:36][OH:37].[Pd:34]>>[OH:8][c:9]1[c:10]([C:17](=[O:18])[NH:19][c:20]2[cH:21][cH:22][c:23]([O:26][c:27]3[cH:28][cH:29][cH:30][cH:31][cH:32]3)[cH:24][cH:25]2)[n:11][cH:12][cH:13][c:14]1[O:15][CH3:16]. Reactants: ClCCOC1=C(C=C(C=C1)[N+](=O)[O-])OC (1-(2-chloro-ethoxy)-2-methoxy-4-nitro-benzene), N1CCOCC1 (morpholine), [I-].[Na+] (sodium iodide), C([O-])([O-])=O.[K+].[K+] (potassium carbonate). Solvent: ClCCl (dichloromethane), C(C)O (ethanol). Yields the product COC1=C(OCCN2CCOCC2)C=CC(=C1)[N+](=O)[O-] (4-[2-(2-methoxy-4-nitro-phenoxy)-ethyl]-morpholine). The yield is 50.6%. Reaction SMILES: Cl[CH2:2][CH2:3][O:4][C:5]1[CH:10]=[CH:9][C:8]([N+:11]([O-:13])=[O:12])=[CH:7][C:6]=1[O:14][CH3:15].[NH:16]1[CH2:21][CH2:20][O:19][CH2:18][CH2:17]1.[I-].[Na+].C(=O)([O-])[O-].[K+].[K+]>C(O)C.ClCCl>[CH3:15][O:14][C:6]1[CH:7]=[C:8]([N+:11]([O-:13])=[O:12])[CH:9]=[CH:10][C:5]=1[O:4][CH2:3][CH2:2][N:16]1[CH2:21][CH2:20][O:19][CH2:18][CH2:17]1 |f:2.3,4.5.6|. Reported procedure: A mixture of 1-(2-chloro-ethoxy)-2-methoxy-4-nitro-benzene (0.60 g, 2.59 mmol), morpholine (0.28 mL, 3.11 mmol), sodium iodide (0.39 g, 2.59 mmol) and potassium carbonate (0.71 g, 5.18 mmol), in ethanol (5 mL) was heated in a sealed tube at 90° C. for 18 h, was cooled, filtered and evaporated. Purification by flash chromatography (SiO2) eluted with 2:98 methanol:dichloromethane provided 4-[2-(2-methoxy-4-nitro-phenoxy)-ethyl]-morpholine (0.37 g, 51% yield) as a pale yellow solid. 1H-NMR (DMSO-d6... Starting materials: COCOC1CCN(C(=O)OC(C)(C)C)CC1CO, CCCCc1nnc(Cl)cc1-c1ccc(OC2CCCCC2)cc1, C1CCOC1, CO, CCOC(C)=O, [H-], [Na+]. Yields the product CCCCc1nnc(OCC2CN(C(=O)OC(C)(C)C)CCC2OCOC)cc1-c1ccc(OC2CCCCC2)cc1. Reaction SMILES: [C:3]([CH3:4])([CH3:5])([CH3:6])[O:7][C:8](=[O:9])[N:10]1[CH2:11][CH:12]([CH2:20][OH:21])[CH:13]([O:16][CH2:17][O:18][CH3:19])[CH2:14][CH2:15]1.[CH2:22]([CH2:23][CH2:24][CH3:25])[c:26]1[n:27][n:28][c:29]([Cl:45])[cH:30][c:31]1-[c:32]1[cH:33][cH:34][c:35]([O:38][CH:39]2[CH2:40][CH2:41][CH2:42][CH2:43][CH2:44]2)[cH:36][cH:37]1.[CH2:48]1[O:49][CH2:50][CH2:51][CH2:52]1.[CH3:46][OH:47].[CH3:53][CH2:54][O:55][C:56](=[O:57])[CH3:58].[H-:1].[Na+:2]>>[C:3]([CH3:4])([CH3:5])([CH3:6])[O:7][C:8](=[O:9])[N:10]1[CH2:11][CH:12]([CH2:20][O:21][c:29]2[n:28][n:27][c:26]([CH2:22][CH2:23][CH2:24][CH3:25])[c:31](-[c:32]3[cH:33][cH:34][c:35]([O:38][CH:39]4[CH2:40][CH2:41][CH2:42][CH2:43][CH2:44]4)[cH:36][cH:37]3)[cH:30]2)[CH:13]([O:16][CH2:17][O:18][CH3:19])[CH2:14][CH2:15]1. The reactants are N1(CCNCC1)C=1N=CC=C2C1OC=C2 (7-(piperazin-1-yl)-furo[2,3-c]pyridine), C(C)(=O)O (acetic acid), [H][H] (hydrogen). The reagents and catalysts are [Pt](=O)=O (platinum(IV) oxide). Solvent: CO (MeOH). Product: N1(CCNCC1)C=1N=CC=C2C1OCC2 (7-(piperazin-1-yl)-2,3-dihydro-furo[2,3-c]pyridine). Yield: 95.1%. RXN SMILES: [N:1]1([C:7]2[N:8]=[CH:9][CH:10]=[C:11]3[CH:15]=[CH:14][O:13][C:12]=23)[CH2:6][CH2:5][NH:4][CH2:3][CH2:2]1.C(O)(=O)C.[H][H]>CO.[Pt](=O)=O>[N:1]1([C:7]2[N:8]=[CH:9][CH:10]=[C:11]3[CH2:15][CH2:14][O:13][C:12]=23)[CH2:2][CH2:3][NH:4][CH2:5][CH2:6]1. Procedure details: A mixture of 7-(piperazin-1-yl)-furo[2,3-c]pyridine [CAS-No. 209160-83-8] (1 g, 4.92 mmol), platinum(IV) oxide (0.46 g, 4.32 mmol), acetic acid (2.3 ml) in MeOH (6.9 ml) was stirred in a hydrogen atmosphere at room temperature for 24 h. After removal of the catalyst by filtration the mixture was evaporated, the residue was dissolved in dichloromethane (70 ml), washed with 2N sodium carbonate solution (40 ml), dried (MgSO4) and evaporated to yield 7-(piperazin-1-yl)-2,3-dihydro-furo[2,3-c]pyridin...